This data is from the Open Reaction Database (ORD), a public repository of structured organic reaction records. The task is: describe an organic reaction: reactants, conditions, products, and yield Starting materials: CC(C)(C)OC(=O)N1CCNCC1, CN1CC2=C(C1=O)C=C(C=C2)Br. Reagents/catalysts: CC(C)(C)[O-].[Na+], C1=CC=C(C=C1)P(C2=CC=CC=C2)C3=C(C4=CC=CC=C4C=C3)C5=C(C=CC6=CC=CC=C65)P(C7=CC=CC=C7)C8=CC=CC=C8, C1=CC=C(C=C1)/C=C/C(=O)/C=C/C2=CC=CC=C2.C1=CC=C(C=C1)/C=C/C(=O)/C=C/C2=CC=CC=C2.C1=CC=C(C=C1)/C=C/C(=O)/C=C/C2=CC=CC=C2.[Pd].[Pd]. The solvent is CC1=CC=CC=C1. Run at temperature 60 celsius. The product is CC(C)(C)OC(=O)N1CCN(CC1)C2=CC3=C(CN(C3=O)C)C=C2. The yield is 57.0%. Reported procedure: In an oven-dried RB flask was added Tris(dibenzylideneacetone)dipalladium(0) (0.046 g, 0.05 mmol) and rac-2,2'-Bis(diphenylphosphino)-1,1'-binaphthyl (0.062 g, 0.10 mmol). The flask was evacuated and back-filled with nitrogen. Anhydrous toluene (3 mL) was added and the mixture was stirred at rt for 10 min to give a purple solution. 6-bromo-2-methylisoindolin-1-one (2.261 g, 10 mmol), 1-Boc-piperazine (1.863 g, 10.00 mmol) and Sodium tert-butoxide (1.714 mL, 14.00 mmol) were added in one portion ... Starting materials: CC(C)(C)OC(=O)N1CCC(C=CC(=O)N2CCCC(C(=O)O)C2)CC1, C#CC(N)CC(=O)OCC, CCN=C=NCCCN(C)C, CN(C)C=O, Cl, O, On1nnc2ccccc21. Product: C#CC(CC(=O)OCC)NC(=O)C1CCCN(C(=O)C=CC2CCN(C(=O)OC(C)(C)C)CC2)C1. As a reaction SMILES: [C:1]([CH3:2])([CH3:3])([CH3:4])[O:5][C:6](=[O:7])[N:8]1[CH2:9][CH2:10][CH:11]([CH:14]=[CH:15][C:16](=[O:17])[N:18]2[CH2:19][CH:20]([C:24](=[O:25])[OH:26])[CH2:21][CH2:22][CH2:23]2)[CH2:12][CH2:13]1.[CH2:28]([CH3:29])[O:30][C:31]([CH2:32][CH:33]([NH2:34])[C:35]#[CH:36])=[O:37].[CH2:48]([N:49]=[C:50]=[N:51][CH2:52][CH2:53][CH2:54][N:55]([CH3:56])[CH3:57])[CH3:58].[CH3:59][N:60]([CH3:61])[CH:62]=[O:63].[ClH:27].[OH2:64].[OH:38][n:39]1[c:40]2[cH:41][cH:42][cH:43][cH:44][c:45]2[n:46][n:47]1>>[C:1]([CH3:2])([CH3:3])([CH3:4])[O:5][C:6](=[O:7])[N:8]1[CH2:9][CH2:10][CH:11]([CH:14]=[CH:15][C:16](=[O:17])[N:18]2[CH2:19][CH:20]([C:24](=[O:25])[NH:34][CH:33]([CH2:32][C:31]([O:30][CH2:28][CH3:29])=[O:37])[C:35]#[CH:36])[CH2:21][CH2:22][CH2:23]2)[CH2:12][CH2:13]1. Starting materials: CI, CC(C)(C)OC(=O)CNC(=O)C1=C(O)c2ccc(O)c(F)c2C(C)(C)C1=O, [K+], [K+], O=C([O-])[O-]. Product: COc1ccc2c(c1F)C(C)(C)C(=O)C(C(=O)NCC(=O)OC(C)(C)C)=C2O. As a reaction SMILES: [CH3:34][I:35].[F:1][c:2]1[c:3]([OH:27])[cH:4][cH:5][c:6]2[c:11]1[C:10]([CH3:12])([CH3:13])[C:9](=[O:14])[C:8]([C:15](=[O:16])[NH:17][CH2:18][C:19](=[O:20])[O:21][C:22]([CH3:23])([CH3:24])[CH3:25])=[C:7]2[OH:26].[K+:28].[K+:29].[O-:30][C:31]([O-:32])=[O:33]>>[F:1][c:2]1[c:3]([O:27][CH3:31])[cH:4][cH:5][c:6]2[c:11]1[C:10]([CH3:12])([CH3:13])[C:9](=[O:14])[C:8]([C:15](=[O:16])[NH:17][CH2:18][C:19](=[O:20])[O:21][C:22]([CH3:23])([CH3:24])[CH3:25])=[C:7]2[OH:26]. Reactants: CO, CCO, O=Cc1ccccc1, [H][H], NC(=O)C1CNCCN1, c1ccsc1. The product is NC(=O)C1CN(Cc2ccccc2)CCN1. As a reaction SMILES: [CH3:25][OH:26].[CH3:27][CH2:28][OH:29].[CH:6](=[O:7])[c:8]1[cH:9][cH:10][cH:11][cH:12][cH:13]1.[H:23][H:24].[NH:14]1[CH:15]([C:20](=[O:21])[NH2:22])[CH2:16][NH:17][CH2:18][CH2:19]1.[cH:1]1[cH:2][s:3][cH:4][cH:5]1>>[CH2:6]([c:8]1[cH:9][cH:10][cH:11][cH:12][cH:13]1)[N:17]1[CH2:16][CH:15]([C:20](=[O:21])[NH2:22])[NH:14][CH2:19][CH2:18]1.